This data is from the Open Reaction Database (ORD), a public repository of structured organic reaction records. The task is: describe an organic reaction: reactants, conditions, products, and yield Starting materials: [OH-].[K+] (potassium hydroxide), C(C)OC(=O)C=1C(=NN2C1C(=CC=C2OC)CO)C(C(F)(F)F)(F)F (3-ethoxycarbonyl-4-hydroxymethyl-7-methoxy-2-pentafluoroethyl-pyrazolo[1,5-a]pyridine). Reported procedure: A 4 mol/L aqueous potassium hydroxide solution (7.0 mL) was added to a solution of the compound of Example 352 (3.33 g) in methanol (50 mL). The mixture was refluxed for 2 hours. Subsequently, the mixture was concentrated and made acidic. The resultant crystals were collected by filtration. To this product, 1,2-dichlorobenzene (50 mL) was added and the mixture was stirred at 150° C. overnight. Evaporation of the solvent and subsequent purification by silica gel column chromatography (hexane:ethy... Yields the product OCC=1C=2N(C(=CC1)OC)N=C(C2)C(C(F)(F)F)(F)F (4-hydroxymethyl-7-methoxy-2-pentafluoroethyl-pyrazolo[1,5-a]pyridine). As a reaction SMILES: [OH-].[K+].C(OC([C:8]1[C:9]([C:21]([F:27])([F:26])[C:22]([F:25])([F:24])[F:23])=[N:10][N:11]2[C:16]([O:17][CH3:18])=[CH:15][CH:14]=[C:13]([CH2:19][OH:20])[C:12]=12)=O)C>CO>[OH:20][CH2:19][C:13]1[C:12]2[N:11]([N:10]=[C:9]([C:21]([F:27])([F:26])[C:22]([F:23])([F:24])[F:25])[CH:8]=2)[C:16]([O:17][CH3:18])=[CH:15][CH:14]=1 |f:0.1|. Run in CO (methanol). Reaction conditions: temperature 150 celsius, time 8 hour. Isolated yield 47.8%. Starting materials: CC(C)OC(C)C, CC(=O)C=C(C)c1ccc(-c2ccccc2)c(F)c1. Yields the product CC(=O)CC(C)c1ccc(-c2ccccc2)c(F)c1. RXN SMILES: [CH:20]([O:21][CH:22]([CH3:23])[CH3:24])([CH3:25])[CH3:26].[F:1][c:2]1[c:3](-[c:14]2[cH:15][cH:16][cH:17][cH:18][cH:19]2)[cH:4][cH:5][c:6]([C:8](=[CH:9][C:10]([CH3:11])=[O:12])[CH3:13])[cH:7]1>>[F:1][c:2]1[c:3](-[c:14]2[cH:15][cH:16][cH:17][cH:18][cH:19]2)[cH:4][cH:5][c:6]([CH:8]([CH2:9][C:10]([CH3:11])=[O:12])[CH3:13])[cH:7]1. Reactants: C1CCOC1, C1CCOC1, CC(C)(C)[O-], [K+], COC(=O)CCC(C(N)=O)N1Cc2c(OCc3ccc4ncc(CN5CCOCC5)n4c3)cccc2C1=O. The product is O=C1CCC(N2Cc3c(OCc4ccc5ncc(CN6CCOCC6)n5c4)cccc3C2=O)C(=O)N1. As a reaction SMILES: [CH2:45]1[O:46][CH2:47][CH2:48][CH2:49]1.[CH2:50]1[O:51][CH2:52][CH2:53][CH2:54]1.[CH3:39][C:40]([CH3:41])([O-:42])[CH3:43].[K+:44].[NH2:1][C:2]([CH:3]([CH2:4][CH2:5][C:6]([O:8][CH3:7])=[O:9])[N:10]1[C:11](=[O:37])[c:12]2[cH:13][cH:14][cH:15][c:16]([O:19][CH2:20][c:21]3[cH:22][cH:23][c:24]4[n:25]([cH:26]3)[c:27]([CH2:30][N:31]3[CH2:32][CH2:33][O:34][CH2:35][CH2:36]3)[cH:28][n:29]4)[c:17]2[CH2:18]1)=[O:38]>>[NH:1]1[C:2](=[O:38])[CH:3]([N:10]2[C:11](=[O:37])[c:12]3[cH:13][cH:14][cH:15][c:16]([O:19][CH2:20][c:21]4[cH:22][cH:23][c:24]5[n:25]([cH:26]4)[c:27]([CH2:30][N:31]4[CH2:32][CH2:33][O:34][CH2:35][CH2:36]4)[cH:28][n:29]5)[c:17]3[CH2:18]2)[CH2:4][CH2:5][C:6]1=[O:8].